describe an organic reaction: reactants, conditions, products, and yield From a dataset of the Open Reaction Database (ORD), a public repository of structured organic reaction records. Starting materials: C(C)(C)(C)OC(=O)N1C[C@H](CCC1)OC=1C=C2C=CNC(C2=CC1)=O ((S)-3-(Oxo-1,2-dihydroisoquinolin-6-yloxy)piperidine-1-carboxylic acid tert-butyl ester), FC(C(=O)O)(F)F (trifluoroacetic acid). Run in ClCCl (dichloromethane). The product is N1C[C@H](CCC1)OC=1C=C2C=CNC(C2=CC1)=O ((S)-6-(piperidin-3-yloxy)-2H-isoquinolin-1-one). Isolated yield 51.2%. Reaction SMILES: C(OC([N:8]1[CH2:13][CH2:12][CH2:11][C@H:10]([O:14][C:15]2[CH:16]=[C:17]3[C:22](=[CH:23][CH:24]=2)[C:21](=[O:25])[NH:20][CH:19]=[CH:18]3)[CH2:9]1)=O)(C)(C)C.FC(F)(F)C(O)=O>ClCCl>[NH:8]1[CH2:13][CH2:12][CH2:11][C@H:10]([O:14][C:15]2[CH:16]=[C:17]3[C:22](=[CH:23][CH:24]=2)[C:21](=[O:25])[NH:20][CH:19]=[CH:18]3)[CH2:9]1. Reported procedure: (S)-3-(Oxo-1,2-dihydroisoquinolin-6-yloxy)piperidine-1-carboxylic acid tert-butyl ester (1.25 g, 3.6 mmol) was mixed with dichloromethane (30 ml) and trifluoroacetic acid (10 ml) at ambient temperature for 15 minutes. Volatiles were removed under reduced pressure and excess trifluoroacetic acid was azeotroped with toluene. The residue was dissolved in methanol and purified using an SCX cartridge. Concentration gave (S)-6-(piperidin-3-yloxy)-2H-isoquinolin-1-one (450 mg, 51%), El-MS: m/z=245.4 [M... Reactants: CO, Cl, COC(=O)c1ccc(CF)cc1, [Na+], [OH-]. The product is O=C(O)c1ccc(CF)cc1. As a reaction SMILES: [CH3:16][OH:17].[ClH:15].[F:1][CH2:2][c:3]1[cH:4][cH:5][c:6]([C:7](=[O:8])[O:9][CH3:10])[cH:11][cH:12]1.[Na+:14].[OH-:13]>>[F:1][CH2:2][c:3]1[cH:4][cH:5][c:6]([C:7](=[O:8])[OH:9])[cH:11][cH:12]1. Reactants: N1=C(C=NC=C1)C(=O)O (2-pyrazine carboxylic acid), Cl.CN(CCCN=C=NCC)C (1-[3-(dimethylamino)propyl]-3-ethylcarbodiimide hydrochloride), O.ON1N=NC2=C1C=CC=C2 (1-hydroxybenzotriazole hydrate), [OH-].[Na+] (NaOH), N1(CCCCC1)[C@H]1C[C@H](C1)C=1SC2=C(N1)C=CC(=C2)N (Cis-2-(3-Piperidin-1-yl-cyclobutyl)-benzothiazole-6-ylamine). Run in ClCCl (dichloromethane), O (water). Reaction conditions: time 8 hour. Yields the product N1(CCCCC1)[C@H]1C[C@H](C1)C=1SC2=C(N1)C=CC(=C2)NC(=O)C2=NC=CN=C2 (Cis-Pyrazine-2-carboxylic acid-[2-(3-Piperidin-1-yl-cyclobutyl)-benzothiazole-6-yl]-amide). RXN SMILES: [N:1]1([C@@H:7]2[CH2:10][C@H:9]([C:11]3[S:12][C:13]4[CH:19]=[C:18]([NH2:20])[CH:17]=[CH:16][C:14]=4[N:15]=3)[CH2:8]2)[CH2:6][CH2:5][CH2:4][CH2:3][CH2:2]1.[N:21]1[CH:26]=[CH:25][N:24]=[CH:23][C:22]=1[C:27](O)=[O:28].Cl.CN(C)CCCN=C=NCC.O.ON1C2C=CC=CC=2N=N1.[OH-].[Na+]>ClCCl.O>[N:1]1([C@@H:7]2[CH2:10][C@H:9]([C:11]3[S:12][C:13]4[CH:19]=[C:18]([NH:20][C:27]([C:22]5[CH:23]=[N:24][CH:25]=[CH:26][N:21]=5)=[O:28])[CH:17]=[CH:16][C:14]=4[N:15]=3)[CH2:8]2)[CH2:6][CH2:5][CH2:4][CH2:3][CH2:2]1 |f:2.3,4.5,6.7|. Procedure: The product of Example 101A (59 mg, 0.206 mmole) was dissolved in anhydrous dichloromethane (2.0 mL). To the solution was added 2-pyrazine carboxylic acid (51 mg, 0.412 mmole), 1-[3-(dimethylamino)propyl]-3-ethylcarbodiimide hydrochloride (79 mg, 0.412 mmole) and 1-hydroxybenzotriazole hydrate (28 mg, 0.206 mmole). The mixture was stirred at room temperature overnight then diluted with water. The pH of the mixture was was adjusted to pH 9 with 1 N NaOH and extracted three times with dichlorometh... Starting materials: O1C(=CC=C1)C(=O)OCCC(C)C1CC=C(CC1)C (furoic acid, 3-(4-methyl-3-cyclohexenyl)butyl ester), ClC1=CC(=CC=C1)C(=O)OO (m-chloroperbenzoic acid). The solvent is C(Cl)Cl (methylene chloride). Product: O1C(=CC=C1)C(=O)OCCC(C)C1CC2C(CC1)(C)O2 (FUROIC ACID, 3-(3,4-EPOXY-4-METHYLCYCLOHEXYL)BUTYL ESTER). As a reaction SMILES: [O:1]1[CH:5]=[CH:4][CH:3]=[C:2]1[C:6]([O:8][CH2:9][CH2:10][CH:11]([CH:13]1[CH2:18][CH2:17][C:16]([CH3:19])=[CH:15][CH2:14]1)[CH3:12])=[O:7].ClC1C=CC=C(C(OO)=[O:28])C=1>C(Cl)Cl>[O:1]1[CH:5]=[CH:4][CH:3]=[C:2]1[C:6]([O:8][CH2:9][CH2:10][CH:11]([CH:13]1[CH2:18][CH2:17][C:16]2([O:28][CH:15]2[CH2:14]1)[CH3:19])[CH3:12])=[O:7]. Reported procedure: The procedure of Example 1 was followed for the epoxidation of 5.2g (0.02 mole) of furoic acid, 3-(4-methyl-3-cyclohexenyl)butyl ester using 4.2g (0.02 mole) of 85% m-chloroperbenzoic acid in 150 ml of methylene chloride. Obtained following distillation was 3.7g of pure furoic acid, 3-(3,4-epoxy-4-methylcyclohexyl)butyl ester as a clear, colorless liquid with a boiling point of 156°-161° C. (0.10mm). (See Table I).